Dataset: the Open Reaction Database (ORD), a public repository of structured organic reaction records. Task: describe an organic reaction: reactants, conditions, products, and yield The reactants are C1(CC1)S(=O)(=O)N (cyclopropanesulfonic acid amide), CC1(CC(NC2=C(C=CC=C12)C(=O)O)C1=CC(=CC=C1)N1CCN(CC1)C1=CC=CC=C1)C (4,4-dimethyl-2-[3-(4-phenyl-piperazin-1-yl)-phenyl]-1,2,3,4-tetrahydro-quinoline-8-carboxylic acid), C(=O)(N1C=NC=C1)N1C=NC=C1 (1,1′-carbonyldiimidazole), [H-].[Na+] (sodium hydride). Solvent: O (water), CN(C=O)C (N,N-dimethylformamide), CN(C=O)C (N,N-dimethylformamide). Run at temperature 25 celsius, time 1 hour. Yields the product CC1(CC(NC2=C(C=CC=C12)C(=O)NS(=O)(=O)C1CC1)C1=CC(=CC=C1)N1CCN(CC1)C1=CC=CC=C1)C (cyclopropanesulfonic acid {4,4-dimethyl-2-[3-(4-phenyl-piperazin-1-yl)-phenyl]-1,2,3,4-tetrahydro-quinoline-8-carbonyl}-amide). The yield is 25.0%. Reaction SMILES: [CH:1]1([S:4]([NH2:7])(=[O:6])=[O:5])[CH2:3][CH2:2]1.[H-].[Na+].[CH3:10][C:11]1([CH3:42])[C:20]2[C:15](=[C:16]([C:21](O)=[O:22])[CH:17]=[CH:18][CH:19]=2)[NH:14][CH:13]([C:24]2[CH:29]=[CH:28][CH:27]=[C:26]([N:30]3[CH2:35][CH2:34][N:33]([C:36]4[CH:41]=[CH:40][CH:39]=[CH:38][CH:37]=4)[CH2:32][CH2:31]3)[CH:25]=2)[CH2:12]1.C(N1C=CN=C1)(N1C=CN=C1)=O>CN(C)C=O.O>[CH3:10][C:11]1([CH3:42])[C:20]2[C:15](=[C:16]([C:21]([NH:7][S:4]([CH:1]3[CH2:3][CH2:2]3)(=[O:6])=[O:5])=[O:22])[CH:17]=[CH:18][CH:19]=2)[NH:14][CH:13]([C:24]2[CH:29]=[CH:28][CH:27]=[C:26]([N:30]3[CH2:31][CH2:32][N:33]([C:36]4[CH:41]=[CH:40][CH:39]=[CH:38][CH:37]=4)[CH2:34][CH2:35]3)[CH:25]=2)[CH2:12]1 |f:1.2|. Procedure details: To a suspension of cyclopropanesulfonic acid amide (96 mg, 0.8 mmol) in N,N-dimethylformamide (1.5 mL) was added sodium hydride (32 mg, 0.8 mmol). The resulting mixture was stirred at 25° C. for 1 h to afford Solution A76. A solution of 4,4-dimethyl-2-[3-(4-phenyl-piperazin-1-yl)-phenyl]-1,2,3,4-tetrahydro-quinoline-8-carboxylic acid (50 mg, 0.11 mmol) and 1,1′-carbonyldiimidazole (37 mg, 0.23 mmol) in N,N-dimethylformamide (2 mL) was stirred at 70° C. for 1 h and cooled to room temperature to a... Starting materials: CC(C)(C)CC(=O)Nc1nn2cccnc2c1-c1cccnc1, CC(C)(C)C=CB(O)O. Product: CC(C)(C)C=Cc1c(NC(=O)CC(C)(C)C)nn2cccnc12. RXN SMILES: [CH3:10][C:11]([CH2:12][C:13](=[O:14])[NH:15][c:16]1[n:17][n:18]2[c:19]([n:20][cH:21][cH:22][cH:23]2)[c:24]1-[c:25]1[cH:26][n:27][cH:28][cH:29][cH:30]1)([CH3:31])[CH3:32].[CH3:1][C:2]([CH:3]=[CH:4][B:5]([OH:6])[OH:7])([CH3:8])[CH3:9]>>[CH3:1][C:2]([CH:3]=[CH:4][c:24]1[c:16]([NH:15][C:13]([CH2:12][C:11]([CH3:10])([CH3:31])[CH3:32])=[O:14])[n:17][n:18]2[c:19]1[n:20][cH:21][cH:22][cH:23]2)([CH3:8])[CH3:9]. Starting materials: [BH4-], CC(=O)Oc1cc(OC(C)=O)c2c(c1)OC(c1ccc(OC(C)=O)c(OC(C)=O)c1)CC2=O, CC(=O)O, CC(=O)OC(C)=O, [Na+], O, c1ccncc1. The product is CC(=O)Oc1cc(OC(C)=O)c2c(c1)OC(c1ccc(OC(C)=O)c(OC(C)=O)c1)CC2. RXN SMILES: [BH4-:34].[C:1]([CH3:2])(=[O:3])[O:4][c:5]1[cH:6][c:7]([CH:8]2[O:9][c:10]3[cH:11][c:12]([O:23][C:24]([CH3:25])=[O:26])[cH:13][c:14]([O:19][C:20]([CH3:21])=[O:22])[c:15]3[C:16](=[O:18])[CH2:17]2)[cH:27][cH:28][c:29]1[O:30][C:31]([CH3:32])=[O:33].[CH3:36][C:37](=[O:38])[OH:39].[CH3:40][C:41]([O:42][C:43](=[O:44])[CH3:45])=[O:46].[Na+:35].[OH2:47].[cH:48]1[cH:49][cH:50][n:51][cH:52][cH:53]1>>[C:1]([CH3:2])(=[O:3])[O:4][c:5]1[cH:6][c:7]([CH:8]2[O:9][c:10]3[cH:11][c:12]([O:23][C:24]([CH3:25])=[O:26])[cH:13][c:14]([O:19][C:20]([CH3:21])=[O:22])[c:15]3[CH2:16][CH2:17]2)[cH:27][cH:28][c:29]1[O:30][C:31]([CH3:32])=[O:33].